From a dataset of the Open Reaction Database (ORD), a public repository of structured organic reaction records. describe an organic reaction: reactants, conditions, products, and yield Starting materials: NC1=C(C=C(C=C1)[N+](=O)[O-])OC (2-amino-5-nitroanisole), [OH-].[Na+] (sodium hydroxide), resultant mixture. Run in O (water). The product is COC1=C(C=CC(=C1)[N+](=O)[O-])O (2-methoxy-4-nitrophenol). Isolated yield 8.9%. RXN SMILES: N[C:2]1[CH:7]=[CH:6][C:5]([N+:8]([O-:10])=[O:9])=[CH:4][C:3]=1[O:11][CH3:12].[OH-:13].[Na+]>O>[CH3:12][O:11][C:3]1[CH:4]=[C:5]([N+:8]([O-:10])=[O:9])[CH:6]=[CH:7][C:2]=1[OH:13] |f:1.2|. Procedure: 50 g of 2-amino-5-nitroanisole, 50 g of sodium hydroxide were dissolved in 450 ml of water. The resultant mixture was heated under reflux for 3 hours and then ice-cooled. Precipicated crystals were collected by filtration, followed by dissolution in water. The thus-prepared solution was neutralized with 6 N hydrochloric acid and crystals thus precipitated were collected by filtration. The crystals were dissolved in chloroform. The resultant solution was washed with water and dried over anhydrous...